From a dataset of the Open Reaction Database (ORD), a public repository of structured organic reaction records. describe an organic reaction: reactants, conditions, products, and yield The reactants are O=C([O-])[O-], CN(C)C=O, C#N, Cl, O=c1cc(C(F)(F)F)[nH]c(=O)n1-c1ccc(F)c([N+](=O)[O-])c1, [K+], [K+], N#C[K], O. The product is N#Cc1ccc(-n2c(=O)cc(C(F)(F)F)[nH]c2=O)cc1[N+](=O)[O-]. RXN SMILES: [C:1](=[O:2])([O-:3])[O-:4].[CH3:35][N:36]([CH3:37])[CH:38]=[O:39].[CH:33]#[N:34].[ClH:32].[F:10][c:11]1[c:12]([N+:29](=[O:30])[O-:31])[cH:13][c:14](-[n:17]2[c:18](=[O:28])[nH:19][c:20]([C:24]([F:25])([F:26])[F:27])[cH:21][c:22]2=[O:23])[cH:15][cH:16]1.[K+:5].[K+:6].[K:7][C:8]#[N:9].[OH2:40]>>[C:8](#[N:9])[c:11]1[c:12]([N+:29](=[O:30])[O-:31])[cH:13][c:14](-[n:17]2[c:18](=[O:28])[nH:19][c:20]([C:24]([F:25])([F:26])[F:27])[cH:21][c:22]2=[O:23])[cH:15][cH:16]1. The reactants are Cn1c(=O)c(F)c(Nc2ccc(I)cc2F)c2c(=O)n(CC3COC(C)(C)O3)cnc21, CCO, O=S(=O)(O)O. Yields the product Cn1c(=O)c(F)c(Nc2ccc(I)cc2F)c2c(=O)n(CC(O)CO)cnc21. RXN SMILES: [CH3:1][C:2]1([CH3:31])[O:3][CH2:4][CH:5]([CH2:7][n:8]2[cH:9][n:10][c:11]3[c:12]([c:13]2=[O:14])[c:15]([NH:22][c:23]2[c:24]([F:30])[cH:25][c:26]([I:29])[cH:27][cH:28]2)[c:16]([F:21])[c:17](=[O:20])[n:18]3[CH3:19])[O:6]1.[CH3:37][CH2:38][OH:39].[S:32](=[O:33])(=[O:34])([OH:35])[OH:36]>>[OH:3][CH2:4][CH:5]([OH:6])[CH2:7][n:8]1[cH:9][n:10][c:11]2[c:12]([c:13]1=[O:14])[c:15]([NH:22][c:23]1[c:24]([F:30])[cH:25][c:26]([I:29])[cH:27][cH:28]1)[c:16]([F:21])[c:17](=[O:20])[n:18]2[CH3:19]. Solvent: C(C)#N (acetonitrile). Isolated yield 80.9%. Procedure: To a solution of (9H-fluoren-9-yl)methyl (2S)-1-(2-(ethylcarbamoyl)-2,3-dihydro-1H-pyrrolo[2,3-b]pyridin-1-yl)-3-methyl-1-oxobutan-2-ylcarbamate (85 mg, 166 μmol, Eq: 1.00) in acetonitrile (4 mL) was added piperidine (0.1 mL, 1.01 mmol, Eq: 6.09) and the resulting solution was stirred at rt for 1 h. The reaction mixture was concentrated in vacuo and the residue was treated with saturated aqueous NaHCO3. The aqueous layer was extracted with DCM/EtOAc (˜1:10) and the combined organic layers were c... Product: N[C@H](C(=O)N1C(CC=2C1=NC=CC2)C(=O)NCC)C(C)C (1-((S)-2-amino-3-methylbutanoyl)-N-ethyl-2,3-dihydro-1H-pyrrolo[2,3-b]pyridine-2-carboxamide). RXN SMILES: [CH2:1]([NH:3][C:4]([CH:6]1[N:14]([C:15](=[O:38])[C@@H:16]([NH:20]C(=O)OCC2C3C=CC=CC=3C3C2=CC=CC=3)[CH:17]([CH3:19])[CH3:18])[C:9]2=[N:10][CH:11]=[CH:12][CH:13]=[C:8]2[CH2:7]1)=[O:5])[CH3:2].N1CCCCC1>C(#N)C>[NH2:20][C@@H:16]([CH:17]([CH3:18])[CH3:19])[C:15]([N:14]1[C:9]2=[N:10][CH:11]=[CH:12][CH:13]=[C:8]2[CH2:7][CH:6]1[C:4]([NH:3][CH2:1][CH3:2])=[O:5])=[O:38]. Reactants: C(C)NC(=O)C1CC=2C(=NC=CC2)N1C([C@H](C(C)C)NC(OCC1C2=CC=CC=C2C=2C=CC=CC12)=O)=O ((9H-fluoren-9-yl)methyl (2S)-1-(2-(ethylcarbamoyl)-2,3-dihydro-1H-pyrrolo[2,3-b]pyridin-1-yl)-3-methyl-1-oxobutan-2-ylcarbamate), N1CCCCC1 (piperidine). Run at time 1 hour. Reactants: CN(C(=O)C1=C(C=C(C(=C1)O)F)NC(=O)C=1C(=CC=CC1)C1=CC=C(C=C1)C(F)(F)F)C (4′-trifluoromethylbiphenyl-2-carboxylic acid (2-dimethylcarbamoyl-5-fluoro-4-hydroxyphenyl)amide), OCC(C(=O)OCC)(C(=O)OCC)C1=CC=CC=C1 (diethyl 2-hydroxymethyl-2-phenylmalonate), CN(C1=CC=CC=C1)C (N,N-dimethylaniline), ClC(Cl)(OC(OC(Cl)(Cl)Cl)=O)Cl (triphosgene). Run in C1CCOC1 (THF), C(C)N(CC)CC (triethylamine), C(C)(=O)OCC (ethyl acetate), C(Cl)(Cl)Cl (chloroform). Run at time 3 hour. The product is C(C)OC(C(C(=O)OCC)(C1=CC=CC=C1)COC(=O)OC1=C(C=C(C(=C1)C(N(C)C)=O)NC(=O)C=1C(=CC=CC1)C1=CC=C(C=C1)C(F)(F)F)F)=O (2-{5-dimethylcarbamoyl-2-fluoro-4-[(4′-trifluoromethylbiphenyl-2-carbonyl)amino]phenoxycarbonyloxymethyl}-2-phenylmalonic acid diethyl ester). Isolated yield 44.2%. As a reaction SMILES: [OH:1][CH2:2][C:3]([C:14]1[CH:19]=[CH:18][CH:17]=[CH:16][CH:15]=1)([C:9]([O:11][CH2:12][CH3:13])=[O:10])[C:4]([O:6][CH2:7][CH3:8])=[O:5].CN(C)C1C=CC=CC=1.ClC(Cl)(O[C:33](=[O:39])[O:34][C:35](Cl)(Cl)Cl)Cl.[CH3:41][N:42]([CH3:72])[C:43]([C:45]1[CH:50]=C(O)[C:48]([F:52])=[CH:47][C:46]=1[NH:53][C:54]([C:56]1[C:57]([C:62]2[CH:67]=[CH:66][C:65]([C:68]([F:71])([F:70])[F:69])=[CH:64][CH:63]=2)=[CH:58][CH:59]=[CH:60][CH:61]=1)=[O:55])=[O:44]>C(Cl)(Cl)Cl.C1COCC1.C(OCC)(=O)C.C(N(CC)CC)C>[CH2:12]([O:11][C:9](=[O:10])[C:3]([CH2:2][O:1][C:33]([O:34][C:35]1[CH:50]=[C:45]([C:43](=[O:44])[N:42]([CH3:72])[CH3:41])[C:46]([NH:53][C:54]([C:56]2[C:57]([C:62]3[CH:63]=[CH:64][C:65]([C:68]([F:69])([F:71])[F:70])=[CH:66][CH:67]=3)=[CH:58][CH:59]=[CH:60][CH:61]=2)=[O:55])=[CH:47][C:48]=1[F:52])=[O:39])([C:14]1[CH:15]=[CH:16][CH:17]=[CH:18][CH:19]=1)[C:4]([O:6][CH2:7][CH3:8])=[O:5])[CH3:13]. Procedure details: To a solution of diethyl 2-hydroxymethyl-2-phenylmalonate (179 mg) and N,N-dimethylaniline (122 mg) in chloroform was added triphosgene (80 mg) under ice-cooling, and the mixture was stirred at room temperature, and after 3 hours, added dropwise to a solution of 4′-trifluoromethylbiphenyl-2-carboxylic acid (2-dimethylcarbamoyl-5-fluoro-4-hydroxyphenyl)amide (200 mg) and triethylamine (68 mg) in THF under ice-cooling. The mixture was stirred at room temperature for 2 hours, and then diluted with ...